Dataset: the Open Reaction Database (ORD), a public repository of structured organic reaction records. Task: describe an organic reaction: reactants, conditions, products, and yield The reactants are C1(CC1)N1C(NC(C2=CC(=C(C(=C12)OC)F)F)=O)=O (1-cyclopropyl-6,7-difluoro-8-methoxy-1H-quinazoline-2,4-dione), CS(=O)(=O)OCCC[C@H]1CN(C(O1)=O)C=1C=CC2=C(NC(CS2)=O)C1 (6-[(5S)-5-[3-[(methylsulfonyl)oxy]propyl]-2-oxo-3-oxazolidinyl]-2H-1,4-benzothiazin-3(4H)-one). The product is C1(CC1)N1C(N(C(C2=CC(=C(C(=C12)OC)F)F)=O)CCC[C@H]1CN(C(O1)=O)C=1C=CC2=C(NC(CS2)=O)C1)=O (1-cyclopropyl-6,7-difluoro-8-methoxy-3-{3-[(S)-2-oxo-3-(3-oxo-3,4-dihydro-2H-benzo[1,4]thiazin-6-yl)-oxazolidin-5-yl]-propyl}-1H-quinazoline-2,4-dione). Isolated yield 65.0%. RXN SMILES: [CH:1]1([N:4]2[C:13]3[C:8](=[CH:9][C:10]([F:17])=[C:11]([F:16])[C:12]=3[O:14][CH3:15])[C:7](=[O:18])[NH:6][C:5]2=[O:19])[CH2:3][CH2:2]1.CS(O[CH2:25][CH2:26][CH2:27][C@@H:28]1[O:32][C:31](=[O:33])[N:30]([C:34]2[CH:35]=[CH:36][C:37]3[S:42][CH2:41][C:40](=[O:43])[NH:39][C:38]=3[CH:44]=2)[CH2:29]1)(=O)=O>>[CH:1]1([N:4]2[C:13]3[C:8](=[CH:9][C:10]([F:17])=[C:11]([F:16])[C:12]=3[O:14][CH3:15])[C:7](=[O:18])[N:6]([CH2:25][CH2:26][CH2:27][C@@H:28]3[O:32][C:31](=[O:33])[N:30]([C:34]4[CH:35]=[CH:36][C:37]5[S:42][CH2:41][C:40](=[O:43])[NH:39][C:38]=5[CH:44]=4)[CH2:29]3)[C:5]2=[O:19])[CH2:2][CH2:3]1. Procedure: Starting from 1-cyclopropyl-6,7-difluoro-8-methoxy-1H-quinazoline-2,4-dione (described in Org. Process Res. Dev. (2007), 11(3), 441-449) and 6-[(5S)-5-[3-[(methylsulfonyl)oxy]propyl]-2-oxo-3-oxazolidinyl]-2H-1,4-benzothiazin-3(4H)-one (prepared according to WO 2010/041194) and using Procedure E, the title compound was obtained as a colourless solid (140 mg; 65% yield). Starting materials: CCOCC, CC(=O)OC(C)=O, N#CC1(N)CC2CCC1C2. The product is CC(=O)NC1(C#N)CC2CCC1C2. Reaction SMILES: [CH3:11][CH2:12][O:13][CH2:14][CH3:15].[CH3:16][C:17]([O:18][C:19](=[O:20])[CH3:21])=[O:22].[NH2:1][C:2]1([C:9]#[N:10])[CH:3]2[CH2:4][CH2:5][CH:6]([CH2:7]1)[CH2:8]2>>[NH:1]([C:2]1([C:9]#[N:10])[CH:3]2[CH2:4][CH2:5][CH:6]([CH2:7]1)[CH2:8]2)[C:12]([CH3:11])=[O:13]. Reactants: [Mg] (Magnesium), Cl (HCl), C1(=CC=CC=C1)C(=O)C(O)C1=CC=CC=C1 (benzoin), [SiH3]C1=C(C=CC=C1)C(=O)C(O)C1=CC=CC=C1 (silyl benzoin), crude product, 3-Fluoro-p-anisaldehyde silyl cyanohydrin, BrC1=CC=C(C=C1)SC (4-bromothioanisole), C(=O)(C(F)(F)F)O (TFA), C(=O)(O)[O-].[Na+] (NaHCO3). The solvent is C1CCOC1 (THF), C(=O)(C(F)(F)F)O.O (TFA H2O), C(C)OCC (diethyl ether), C1CCOC1 (THF). Conditions: time 0.5 hour. Yields the product CSC1=CC=C(C=C1)C(=O)C(O)C1=CC(=C(C=C1)OC)F (4-methylthio-3'-fluoro-4'-methoxybenzoin). The yield is 32.0%. Reaction SMILES: [Mg].Br[C:3]1[CH:8]=[CH:7][C:6]([S:9][CH3:10])=[CH:5][CH:4]=1.Cl.[C:12]1([C:18]([CH:20](C2C=CC=CC=2)[OH:21])=[O:19])[CH:17]=[CH:16][CH:15]=[CH:14][CH:13]=1.[SiH3]C1C=CC=CC=1C([CH:37](C1C=CC=CC=1)[OH:38])=O.C(O)(C(F)(F)[F:48])=O.C([O-])(O)=O.[Na+]>C1COCC1.C(O)(C(F)(F)F)=O.O.C(OCC)C>[CH3:10][S:9][C:6]1[CH:7]=[CH:8][C:3]([C:20]([CH:18]([C:12]2[CH:17]=[CH:16][C:15]([O:38][CH3:37])=[C:14]([F:48])[CH:13]=2)[OH:19])=[O:21])=[CH:4][CH:5]=1 |f:6.7,9.10|. Procedure details: Magnesium (1.34 g, 55 mmol) was suspended in THF (300 mL) and a solution of 4-bromothioanisole (10.16 g, 50 mmol) in THF (50 mL) was added dropwise over 0.5 hour maintaining the temperature at less than 30° C. The reaction was stirred an additional 0.5 hour once the addition was complete. 3-Fluoro-p-anisaldehyde silyl cyanohydrin (Example 34, Step 1) (12.7 g, 50 mmol) and diethyl ether (50 mL) were added dropwise to the solution of Grignard at such a rate that the reaction temperature did not ri... Product: O.Cl.Cl.FC=1C=C(C=CC1F)C1(OCC(N(C1)CC1=CC(=CC(=C1)C(F)(F)F)C(F)(F)F)=O)CCN1CCC(CC1)N1CCCCC1.FC=1C=C(C=CC1F)C1(OCC(N(C1)CC1=CC(=CC(=C1)C(F)(F)F)C(F)(F)F)=O)CCN1CCC(CC1)N1CCCCC1.Cl.Cl (6-(3,4-Difluorophenyl)-4-[3,5-bis(trifluoromethyl)benzyl]-6-[2-[4-(piperid-1-yl)piperid-1-yl]-ethyl]morpholin-3-one dihydrochloride hemihydrate). Reported procedure: A mixture of 0.86 g of the compound obtained in step C of EXAMPLE 26 and 0.7 g of 4-(piperid-1-yl)-piperidine in 3 ml of DMF is heated at 70° C. for 4 hours 30 minutes. After cooling to RT, the reaction mixture is poured into water and extracted with AcOEt, the organic phase is washed with 1N NaOH solution and with saturated NaCl solution and dried over Na2SO4 and the solvent is evaporated off under vacuum. The residue is chromatographed on silica H using DCM and then a DCM/MeOH mixture (90/10; ... The reactants are O (water), Cl (hydrochloric acid), FC=1C=C(C=CC1F)C1(OCC(N(C1)CC1=CC(=CC(=C1)C(F)(F)F)C(F)(F)F)=O)CCOS(=O)(=O)C (6-(3,4-Difluorophenyl)-6-[2-(methanesulfonyloxy)-ethyl]-4-[3,5-bis(trifluoromethyl)benzyl]morpholin-3-one), N1(CCCCC1)C1CCNCC1 (4-(piperid-1-yl)-piperidine). Reaction SMILES: [F:1][C:2]1[CH:3]=[C:4]([C:9]2([CH2:31][CH2:32]OS(C)(=O)=O)[CH2:14][N:13]([CH2:15][C:16]3[CH:21]=[C:20]([C:22]([F:25])([F:24])[F:23])[CH:19]=[C:18]([C:26]([F:29])([F:28])[F:27])[CH:17]=3)[C:12](=[O:30])[CH2:11][O:10]2)[CH:5]=[CH:6][C:7]=1[F:8].[N:38]1([CH:44]2[CH2:49][CH2:48][NH:47][CH2:46][CH2:45]2)[CH2:43][CH2:42][CH2:41][CH2:40][CH2:39]1.O.[ClH:51]>CN(C=O)C.CCOCC>[OH2:10].[ClH:51].[ClH:51].[F:1][C:2]1[CH:3]=[C:4]([C:9]2([CH2:31][CH2:32][N:47]3[CH2:48][CH2:49][CH:44]([N:38]4[CH2:43][CH2:42][CH2:41][CH2:40][CH2:39]4)[CH2:45][CH2:46]3)[CH2:14][N:13]([CH2:15][C:16]3[CH:21]=[C:20]([C:22]([F:23])([F:25])[F:24])[CH:19]=[C:18]([C:26]([F:27])([F:29])[F:28])[CH:17]=3)[C:12](=[O:30])[CH2:11][O:10]2)[CH:5]=[CH:6][C:7]=1[F:8].[F:1][C:2]1[CH:3]=[C:4]([C:9]2([CH2:31][CH2:32][N:47]3[CH2:48][CH2:49][CH:44]([N:38]4[CH2:43][CH2:42][CH2:41][CH2:40][CH2:39]4)[CH2:45][CH2:46]3)[CH2:14][N:13]([CH2:15][C:16]3[CH:21]=[C:20]([C:22]([F:23])([F:25])[F:24])[CH:19]=[C:18]([C:26]([F:27])([F:29])[F:28])[CH:17]=3)[C:12](=[O:30])[CH2:11][O:10]2)[CH:5]=[CH:6][C:7]=1[F:8].[ClH:51].[ClH:51] |f:6.7.8.9.10.11.12|. The solvent is CN(C)C=O (DMF), CCOCC (ether). Reaction conditions: temperature 70 celsius. The reactants are C(C1=CC=CC=C1)OC(=O)N(CC(=O)O)C1=CC(=C(C=C1)O)O (N-Benzyloxycarbonyl 3,4-dihydroxyphenylglycine), S(=O)(=O)(Cl)Cl (sulphuryl chloride). Solvent: C(C)(=O)OCC (ethyl acetate), C(C)(=O)O (acetic acid). Reaction conditions: time 2 hour. The product is C(C1=CC=CC=C1)OC(=O)N(CC(=O)O)C1=C(C=C(C(=C1)O)O)Cl (N-Benzyloxycarbonyl 2-chloro-4,5-dihydroxyphenylglycine). As a reaction SMILES: [CH2:1]([O:8][C:9]([N:11]([C:16]1[CH:21]=[CH:20][C:19]([OH:22])=[C:18]([OH:23])[CH:17]=1)[CH2:12][C:13]([OH:15])=[O:14])=[O:10])[C:2]1[CH:7]=[CH:6][CH:5]=[CH:4][CH:3]=1.S(Cl)([Cl:27])(=O)=O>C(O)(=O)C.C(OCC)(=O)C>[CH2:1]([O:8][C:9]([N:11]([C:16]1[CH:17]=[C:18]([OH:23])[C:19]([OH:22])=[CH:20][C:21]=1[Cl:27])[CH2:12][C:13]([OH:15])=[O:14])=[O:10])[C:2]1[CH:7]=[CH:6][CH:5]=[CH:4][CH:3]=1. Procedure: N-Benzyloxycarbonyl 3,4-dihydroxyphenylglycine (0.79 g, 2.5 mmole) in acetic acid (10 ml) was treated with sulphuryl chloride (0.2 ml), stirred at room temperature for two hours then diluted with ethyl acetate (50 ml), washed with water (2×3 ml) and brine (20 ml), dried and evaporated to a gum which was crystallized from chloroform, 0.36 g, 41%, mp 141°-143°. The reactants are C(#N)C1[C@@H](C(N1)=O)NC(C1=CC=CC=C1)(C1=CC=CC=C1)C1=CC=CC=C1 ((3S,4RS)-4-cyano-3-tritylamino-2-azetidinone), OO (hydrogen peroxide), [OH-].[Na+] (sodium hydroxide). The reagents and catalysts are S(=O)(=O)(O)[O-].C(CCC)[N+](CCCC)(CCCC)CCCC (tetra-n-butylammonium hydrogen sulfate). Solvent: C(Cl)(Cl)Cl (chloroform). Product: C(N)(=O)[C@@H]1[C@@H](C(N1)=O)NC(C1=CC=CC=C1)(C1=CC=CC=C1)C1=CC=CC=C1 ((3S,4S)-4-carbamoyl-3-tritylamino-2-azetidinone). Isolated yield 20.4%. Reaction SMILES: [C:1]([CH:3]1[NH:6][C:5](=[O:7])[C@H:4]1[NH:8][C:9]([C:22]1[CH:27]=[CH:26][CH:25]=[CH:24][CH:23]=1)([C:16]1[CH:21]=[CH:20][CH:19]=[CH:18][CH:17]=1)[C:10]1[CH:15]=[CH:14][CH:13]=[CH:12][CH:11]=1)#[N:2].[OH:28]O.[OH-].[Na+]>C(Cl)(Cl)Cl.S([O-])(O)(=O)=O.C([N+](CCCC)(CCCC)CCCC)CCC>[C:1]([C@H:3]1[NH:6][C:5](=[O:7])[C@H:4]1[NH:8][C:9]([C:10]1[CH:15]=[CH:14][CH:13]=[CH:12][CH:11]=1)([C:16]1[CH:17]=[CH:18][CH:19]=[CH:20][CH:21]=1)[C:22]1[CH:27]=[CH:26][CH:25]=[CH:24][CH:23]=1)(=[O:28])[NH2:2] |f:2.3,5.6|. Reported procedure: In 40 ml of chloroform is dissolved 3.54 g of (3S,4RS)-4-cyano-3-tritylamino-2-azetidinone as obtained in Example 20 and, following addition of 3.4 g of tetra-n-butylammonium hydrogen sulfate, 2.3 g of 30% hydrogen peroxide and 15 ml of 1N sodium hydroxide are added under ice-cooling and stirring. The mixture is stirred vigorously for 30 minutes and the organic layer is taken out, while the aqueous layer is extracted twice with chloroform. The organic layers are combined, washed with water and t... The product is C(=O)(OC(C)(C)C)N[C@@H](CC1=CC=CC=C1)[C@@H]1C[C@H](C(O1)=O)CC1=CC=C(C=C1)OCC1=CC=CC=C1 (5(S)-[1(S)-(Boc-amino)-2-phenylethyl]-3(R)-(p-benzyloxyphenylmethyl)-dihydrofuran-2-(3H)-one). The solvent is C1CCOC1 (THF), C1CCOC1 (THF), C1CCOC1 (THF), CCCCCC.C(C)(=O)OCC (hexane ethyl acetate). Starting materials: CN1C(N(CCC1)C)=O (1,3-dimethyl-3,4,5,6-tetrahydro-2(1H)-pyrimidinone), C[Si](C)(C)[N-][Si](C)(C)C.[Li+] (lithium bis(trimethylsilyl)amide), C(=O)(OC(C)(C)C)N[C@@H](CC1=CC=CC=C1)[C@@H]1CCC(O1)=O (5(S)-[1(S)-(Boc-amino)-2-phenylethyl]-dihydrofuran-2-(3H)-one), C(C1=CC=CC=C1)OC1=CC=C(CI)C=C1 (p-benzyloxybenzyl iodide). As a reaction SMILES: [C:1]([NH:8][C@H:9]([C@H:17]1[O:21][C:20](=[O:22])[CH2:19][CH2:18]1)[CH2:10][C:11]1[CH:16]=[CH:15][CH:14]=[CH:13][CH:12]=1)([O:3][C:4]([CH3:7])([CH3:6])[CH3:5])=[O:2].CN1CCCN(C)C1=O.C[Si]([N-][Si](C)(C)C)(C)C.[Li+].[CH2:42]([O:49][C:50]1[CH:57]=[CH:56][C:53]([CH2:54]I)=[CH:52][CH:51]=1)[C:43]1[CH:48]=[CH:47][CH:46]=[CH:45][CH:44]=1>C1COCC1.CCCCCC.C(OCC)(=O)C>[C:1]([NH:8][C@H:9]([C@H:17]1[O:21][C:20](=[O:22])[C@H:19]([CH2:54][C:53]2[CH:56]=[CH:57][C:50]([O:49][CH2:42][C:43]3[CH:48]=[CH:47][CH:46]=[CH:45][CH:44]=3)=[CH:51][CH:52]=2)[CH2:18]1)[CH2:10][C:11]1[CH:16]=[CH:15][CH:14]=[CH:13][CH:12]=1)([O:3][C:4]([CH3:6])([CH3:7])[CH3:5])=[O:2] |f:2.3,6.7|. Procedure details: Analogously to Example 21 D) 1)c), 1.13 g (3.70 mmol) of 5(S)-[1(S)-(Boc-amino)-2-phenylethyl]-dihydrofuran-2-(3H)-one [Example 21 D) 1)b)] dissolved in 4.8 ml of THF and 0.75 ml of 1,3-dimethyl-3,4,5,6-tetrahydro-2(1H)-pyrimidinone are deprotonated at -75° C. with 7.25 ml of lithium bis(trimethylsilyl)amide 1M in THF, and alkylated (15 min) with 1.2 g (3.7 mmol) of p-benzyloxybenzyl iodide in 2 ml of THF. Column chromatography (SiO2, hexane/ethyl acetate 2:1) yields the pure title compound: TLC...